This data is from the Open Reaction Database (ORD), a public repository of structured organic reaction records. The task is: describe an organic reaction: reactants, conditions, products, and yield The reactants are OC1=C(C=C(C=C1)O)C(C)=O (1-(2,5-dihydroxyphenyl)ethanone), C(C1=CC=CC=C1)Cl (benzyl chloride), C([O-])([O-])=O.[K+].[K+] (potassium carbonate), C1COCCOCCOCCOCCOCCO1 (18-Crown-6), CC(CC)=O (2-butanone). The product is C(C1=CC=CC=C1)OC1=C(C=C(C=C1)OCC1=CC=CC=C1)C(C)=O (1-[2,5-Bis(benzyloxy)phenyl]ethanone). Reaction SMILES: [OH:1][C:2]1[CH:7]=[CH:6][C:5]([OH:8])=[CH:4][C:3]=1[C:9](=[O:11])[CH3:10].[CH2:12](Cl)[C:13]1[CH:18]=[CH:17][CH:16]=[CH:15][CH:14]=1.[C:20](=O)([O-])[O-].[K+].[K+].C1O[CH2:42][CH2:41]OCCOCCOCCOCCOC1.[CH3:44][C:45](=O)[CH2:46][CH3:47]>>[CH2:12]([O:1][C:2]1[CH:7]=[CH:6][C:5]([O:8][CH2:20][C:42]2[CH:41]=[CH:47][CH:46]=[CH:45][CH:44]=2)=[CH:4][C:3]=1[C:9](=[O:11])[CH3:10])[C:13]1[CH:18]=[CH:17][CH:16]=[CH:15][CH:14]=1 |f:2.3.4|. Procedure details: A mixture of 1-(2,5-dihydroxyphenyl)ethanone (3.16 g), benzyl chloride (7.04 g), potassium carbonate (12.4 g) and 18-Crown-6 (30 mg) in 2-butanone (50 ml) was heated under reflux for 5 hrs. After cooling the precipitate was filtered off. The filtrate was evaporated to dryness under reduced pressure and ether (50 ml) was added to it. The solution was washed twice with dilute sodium hydroxide solution, twice with dilute hydrochloric acid, dried over sodium sulphate and substantially evaporated to ...